Dataset: the Open Reaction Database (ORD), a public repository of structured organic reaction records. Task: describe an organic reaction: reactants, conditions, products, and yield Reactants: N#Cc1ccncc1, CO, ClC(Cl)Cl, [NH4+], [NH4+], [NH4+], [OH-], O, O=S(=O)([O-])OOS(=O)(=O)[O-], O=S(=O)(O)O. The product is N#Cc1ccnc(CO)c1. RXN SMILES: [C:13]([c:14]1[cH:15][cH:16][n:17][cH:18][cH:19]1)#[N:20].[CH3:28][OH:29].[CH:30]([Cl:31])([Cl:32])[Cl:33].[NH4+:11].[NH4+:12].[NH4+:26].[OH-:27].[OH2:34].[S:1]([O:2][O:3][S:4]([O-:5])(=[O:6])=[O:7])([O-:8])(=[O:9])=[O:10].[S:21](=[O:22])(=[O:23])([OH:24])[OH:25]>>[C:13]([c:14]1[cH:15][c:16]([CH2:28][OH:27])[n:17][cH:18][cH:19]1)#[N:20]. Reactants: BrCCBr, O=C([O-])[O-], CN(C)C=O, [K+], [K+], CCOC(=O)CC(=O)Nc1ccc([N+](=O)[O-])cc1. The product is CCOC(=O)C1(C(=O)Nc2ccc([N+](=O)[O-])cc2)CC1. RXN SMILES: [Br:25][CH2:26][CH2:27][Br:28].[C:19](=[O:20])([O-:21])[O-:22].[CH3:29][N:30]([CH3:31])[CH:32]=[O:33].[K+:23].[K+:24].[N+:1](=[O:2])([O-:3])[c:4]1[cH:5][cH:6][c:7]([NH:10][C:11]([CH2:12][C:13](=[O:14])[O:15][CH2:16][CH3:17])=[O:18])[cH:8][cH:9]1>>[N+:1](=[O:2])([O-:3])[c:4]1[cH:5][cH:6][c:7]([NH:10][C:11]([C:12]2([C:13](=[O:14])[O:15][CH2:16][CH3:17])[CH2:26][CH2:27]2)=[O:18])[cH:8][cH:9]1. Reactants: CCN(C(C)C)C(C)C (DIPEA), Intermediate 64, N1=CC(=CC=C1)N1N=NC(=C1)C(=O)NCC(=O)O ([(1-pyridin-3-yl-1H-[1,2,3]triazole-4-carbonyl)-amino]-acetic acid), Intermediate 71, Cl.ClC1=C(OC2CNC2)C=CC=C1 (3-(2-chloro-phenoxy)-azetidine hydrochloride), C=1C=CC2=C(C1)N=NN2O (HOBt), CCN=C=NCCCN(C)C (EDCI), NC=1C=NC=CC1 (3-aminopyridine). Run in CN(C)C=O (DMF). Run at time 2 minute. The product is ClC1=C(OC2CN(C2)C(CNC(=O)C=2N=NN(C2)C=2C=NC=CC2)=O)C=CC=C1 (1-pyridin-3-yl-1H-[1,2,3]triazole-4-carboxylic acid {2-[3-(2-chloro-phenoxy)-azetidin-1-yl]-2-oxo-ethyl}-amide). Yield: 29.4%. RXN SMILES: CCN(C(C)C)C(C)C.C1C=CC2N(O)N=NC=2C=1.CCN=C=NCCCN(C)C.[N:31]1[CH:36]=[CH:35][CH:34]=[C:33]([N:37]2[CH:41]=[C:40]([C:42]([NH:44][CH2:45][C:46]([OH:48])=O)=[O:43])[N:39]=[N:38]2)[CH:32]=1.NC1C=NC=CC=1.Cl.[Cl:57][C:58]1[CH:68]=[CH:67][CH:66]=[CH:65][C:59]=1[O:60][CH:61]1[CH2:64][NH:63][CH2:62]1>CN(C=O)C>[Cl:57][C:58]1[CH:68]=[CH:67][CH:66]=[CH:65][C:59]=1[O:60][CH:61]1[CH2:64][N:63]([C:46](=[O:48])[CH2:45][NH:44][C:42]([C:40]2[N:39]=[N:38][N:37]([C:33]3[CH:32]=[N:31][CH:36]=[CH:35][CH:34]=3)[CH:41]=2)=[O:43])[CH2:62]1 |f:5.6|. Procedure details: DIPEA (141 mg, 1.1 mmol) followed by HOBt (39 mg, 0.29 mmol) and EDCI (56 mg, 0.29 mmol) were added to a stirred solution of [(1-pyridin-3-yl-1H-[1,2,3]triazole-4-carbonyl)-amino]-acetic acid (prepared by the method used for the synthesis of Intermediate 64, starting from 3-aminopyridine, and subsequently, application of Step 3 of the General Scheme) (67.5 mg, 0.27 mmol) in DMF (3 mL). After 2 minutes of stirring, 3-(2-chloro-phenoxy)-azetidine hydrochloride (prepared by the method used for the ... Starting materials: carbons, C(C)OC(=O)C=1NC=CC1C (3-Methyl-1H-pyrrole-2-carboxylic acid ethyl ester), FC1=CC=C(C=C1)CC(=O)Cl ((4-fluorophenyl)-acetyl chloride), carbons, CH3 carbons. The product is C(C)OC(=O)C=1NC=C(C1C)C(CC1=CC=C(C=C1)F)=O (4-[2-(4-Fluorophenyl)-acetyl]-3-methyl-1H-pyrrole-2-carboxylic acid ethyl ester). Reaction SMILES: [CH2:1]([O:3][C:4]([C:6]1[NH:7][CH:8]=[CH:9][C:10]=1[CH3:11])=[O:5])[CH3:2].[F:12][C:13]1[CH:18]=[CH:17][C:16]([CH2:19][C:20](Cl)=[O:21])=[CH:15][CH:14]=1>>[CH2:1]([O:3][C:4]([C:6]1[NH:7][CH:8]=[C:9]([C:20](=[O:21])[CH2:19][C:16]2[CH:17]=[CH:18][C:13]([F:12])=[CH:14][CH:15]=2)[C:10]=1[CH3:11])=[O:5])[CH3:2]. Procedure: 4-[2-(4-Fluorophenyl)-acetyl]-3-methyl-1H-pyrrole-2-carboxylic acid ethyl ester (94) was synthesized from 3-methyl-1H-pyrrole-2-carboxylic acid ethyl ester (84) and (4-fluorophenyl)-acetyl chloride following the procedure described in Example 32. Crude yield: 94%. 1H-NMR (400 MHz, CDCl3): δ 1.36 (t, 3H), 2.61 (s, 3H), 4.01 (s, 2H), 4.35 (q, 2H), 7.01 (m, 2H), 7.22 (m, 2H), 7.50 (d, 1H), 9.70 (s broad, 1H) ppm. 13C-NMR (100 MHz, CDCl3): □□□ 11.79, 14.38, 46.36, 60.89, 115.51, 127.27, 129.93, 130.... Starting materials: C(C)(C)N(C(C)C)CC (N,N-diisopropylethylamine), NC=1C=C(C=CC1)C1=NN2C(=NC(=CC2=O)N2CCN(CC2)C(=O)OC(C)(C)C)S1 (tert-butyl 4-(2-(3-aminophenyl)-5-oxo-5H-[1,3,4]thiadiazolo[3,2-a]pyrimidin-7-yl)piperazine-1-carboxylate), BrCC(=O)OC(C)(C)C (tert-butyl bromoacetate). The solvent is O1CCCC1 (tetrahydrofuran), CCOC(=O)C (EtOAc), O (water), O1CCCC1 (tetrahydrofuran), O1CCCC1 (tetrahydrofuran). Conditions: temperature 120 celsius. The product is C(C)(C)(C)OC(CNC=1C=C(C=CC1)C1=NN2C(=NC(=CC2=O)N2CCN(CC2)C(=O)OC(C)(C)C)S1)=O (tert-butyl 4-(2-(3-(2-tert-butoxy-2-oxoethylamino)phenyl)-5-oxo-5H-[1,3,4]thiadiazolo[3,2-a]pyrimidin-7-yl)piperazine-1-carboxylate). Reaction SMILES: [NH2:1][C:2]1[CH:3]=[C:4]([C:8]2[S:30][C:11]3=[N:12][C:13]([N:17]4[CH2:22][CH2:21][N:20]([C:23]([O:25][C:26]([CH3:29])([CH3:28])[CH3:27])=[O:24])[CH2:19][CH2:18]4)=[CH:14][C:15](=[O:16])[N:10]3[N:9]=2)[CH:5]=[CH:6][CH:7]=1.Br[CH2:32][C:33]([O:35][C:36]([CH3:39])([CH3:38])[CH3:37])=[O:34].C(N(CC)C(C)C)(C)C>O1CCCC1.O.CCOC(C)=O>[C:36]([O:35][C:33](=[O:34])[CH2:32][NH:1][C:2]1[CH:3]=[C:4]([C:8]2[S:30][C:11]3=[N:12][C:13]([N:17]4[CH2:18][CH2:19][N:20]([C:23]([O:25][C:26]([CH3:27])([CH3:29])[CH3:28])=[O:24])[CH2:21][CH2:22]4)=[CH:14][C:15](=[O:16])[N:10]3[N:9]=2)[CH:5]=[CH:6][CH:7]=1)([CH3:39])([CH3:38])[CH3:37]. Procedure details: To a solution of tert-butyl 4-(2-(3-aminophenyl)-5-oxo-5H-[1,3,4]thiadiazolo[3,2-a]pyrimidin-7-yl)piperazine-1-carboxylate (50 mg, 0.117 mmol, 1.0 equiv) in 1.0 mL tetrahydrofuran is added dropwise a solution of tert-butyl bromoacetate (0.069 mL, 0.467 mmol, 4.0 equiv) in 0.5 mL tetrahydrofuran and a solution of N,N-diisopropylethylamine (0.082 mL, 0.467 mmol, 4.0 equiv) in 0.5 mL tetrahydrofuran. The mixture is heated in a microwave reactor for 30 min at 120° C. Upon completion, the mixture is ... Reactants: C1(CC(C2=CC=CC=C12)=O)=O (1,3-indandione), C(C1=CC=CC=C1)=O (benzaldhyde). The reagents and catalysts are N1CCCCC1 (piperidine). Solvent: C1=CC=CC=C1 (benzene). Conditions: time 24 hour. Product: C(C1=CC=CC=C1)=C1C(C2=CC=CC=C2C1=O)=O (2-benzylidene-1,3-indandione). Yield: 72.1%. Reaction SMILES: [C:1]1(=[O:11])[C:9]2[C:4](=[CH:5][CH:6]=[CH:7][CH:8]=2)[C:3](=[O:10])[CH2:2]1.[CH:12](=O)[C:13]1[CH:18]=[CH:17][CH:16]=[CH:15][CH:14]=1>C1C=CC=CC=1.N1CCCCC1>[CH:12](=[C:2]1[C:1](=[O:11])[C:9]2[C:4](=[CH:5][CH:6]=[CH:7][CH:8]=2)[C:3]1=[O:10])[C:13]1[CH:18]=[CH:17][CH:16]=[CH:15][CH:14]=1. Reported procedure: To a solution of 1,3-indandione (43.8 g) and piperidine (44 mg) in dry benzene (500 ml) was added benzaldhyde (31.8 g). The mixture was heated to reflux and the water generated was removed by Dean-Stark trap. After 24 hours, the mixture was evaporated to dryness. The residue was recrystallized from ethanol (200 ml) to give 2-benzylidene-1,3-indandione as a yellow solid (50.6 g). The reactants are CCOc1c(OCc2ccc(Cl)cc2)cccc1C(O)c1c[nH]c2ncccc12, C1CCOC1. Product: CCOc1c(OCc2ccc(Cl)cc2)cccc1C(=O)c1c[nH]c2ncccc12. Reaction SMILES: [Cl:1][c:2]1[cH:3][cH:4][c:5]([CH2:6][O:7][c:8]2[c:9]([O:25][CH2:26][CH3:27])[c:10]([CH:14]([OH:15])[c:16]3[cH:17][nH:18][c:19]4[n:20][cH:21][cH:22][cH:23][c:24]34)[cH:11][cH:12][cH:13]2)[cH:28][cH:29]1.[O:30]1[CH2:31][CH2:32][CH2:33][CH2:34]1>>[Cl:1][c:2]1[cH:3][cH:4][c:5]([CH2:6][O:7][c:8]2[c:9]([O:25][CH2:26][CH3:27])[c:10]([C:14](=[O:15])[c:16]3[cH:17][nH:18][c:19]4[n:20][cH:21][cH:22][cH:23][c:24]34)[cH:11][cH:12][cH:13]2)[cH:28][cH:29]1. Reactants: C(C1=CC=CC=C1)OC[C@@H]1N(C(N(C1)C1=CC=C2C=C(NC(C2=C1)=O)C1=C(C=CC=C1)C(F)(F)F)=O)C (7-((R)-4-benzyloxymethyl-3-methyl-2-oxoimidazolidin-1-yl)-3-(2-trifluoromethylphenyl)-2H-isoquinolin-1-one), [H][H] (hydrogen). Reagents/catalysts: [Pd] (Pd—C). The solvent is CO (methanol). The product is OC[C@@H]1N(C(N(C1)C1=CC=C2C=C(NC(C2=C1)=O)C1=C(C=CC=C1)C(F)(F)F)=O)C (7-((R)-4-hydroxymethyl-3-methyl-2-oxoimidazolidin-1-yl)-3-(2-trifluoromethylphenyl)-2H-isoquinolin-1-one). Yield: 104.5%. As a reaction SMILES: C([O:8][CH2:9][C@H:10]1[CH2:14][N:13]([C:15]2[CH:24]=[C:23]3[C:18]([CH:19]=[C:20]([C:26]4[CH:31]=[CH:30][CH:29]=[CH:28][C:27]=4[C:32]([F:35])([F:34])[F:33])[NH:21][C:22]3=[O:25])=[CH:17][CH:16]=2)[C:12](=[O:36])[N:11]1[CH3:37])C1C=CC=CC=1.[H][H]>CO.[Pd]>[OH:8][CH2:9][C@H:10]1[CH2:14][N:13]([C:15]2[CH:24]=[C:23]3[C:18]([CH:19]=[C:20]([C:26]4[CH:31]=[CH:30][CH:29]=[CH:28][C:27]=4[C:32]([F:33])([F:35])[F:34])[NH:21][C:22]3=[O:25])=[CH:17][CH:16]=2)[C:12](=[O:36])[N:11]1[CH3:37]. Procedure: The 7-((R)-4-benzyloxymethyl-3-methyl-2-oxoimidazolidin-1-yl)-3-(2-trifluoromethylphenyl)-2H-isoquinolin-1-one (13 mg, 0.025 mmol) prepared in Example 1-35 was dissolved in methanol (5 ml). Thereafter, 10% Pd—C (3 mg) was added to the obtained solution, and the obtained mixture was then stirred in a hydrogen atmosphere for 3 hours. The reaction solution was filtered through celite, and the filtrate was then concentrated. The obtained residue was purified by silica gel TLC used for preparative se... Starting materials: CC(=C(C)C(NCCC1=CC=CC=C1)=O)NC(=O)C1=C(C=CC=C1)OC(C)=O (Acetic acid 2-(1-methyl-2-phenethylcarbamoyl-propenylcarbamoyl)-phenyl ester), Cl (hydrochloric acid), [OH-].[K+] (potassium hydroxide). The solvent is C(C)O (ethanol), O (water). Product: OC1=C(C=CC=C1)C1=NC(=C(C(N1CCC1=CC=CC=C1)=O)C)C (2-(2-hydroxy-phenyl)-5,6-dimethyl-3-phenethyl-3H-pyrimidin-4-one). The yield is 37.0%. Reaction SMILES: [CH3:1][C:2]([NH:16][C:17]([C:19]1[CH:24]=[CH:23][CH:22]=[CH:21][C:20]=1[O:25]C(=O)C)=O)=[C:3]([C:5](=[O:15])[NH:6][CH2:7][CH2:8][C:9]1[CH:14]=[CH:13][CH:12]=[CH:11][CH:10]=1)[CH3:4].[OH-].[K+].Cl>C(O)C.O>[OH:25][C:20]1[CH:21]=[CH:22][CH:23]=[CH:24][C:19]=1[C:17]1[N:6]([CH2:7][CH2:8][C:9]2[CH:14]=[CH:13][CH:12]=[CH:11][CH:10]=2)[C:5](=[O:15])[C:3]([CH3:4])=[C:2]([CH3:1])[N:16]=1 |f:1.2|. Procedure: Acetic acid 2-(1-methyl-2-phenethylcarbamoyl-propenylcarbamoyl)-phenyl ester of Example 1f (220 mg, 0.59 mmol) was dissolved in the mixture of ethanol (8 mL) and water (8 mL) which contained 85% potassium hydroxide (0.80 g, 1.2 mmol). The mixture was refluxed overnight. After cooling, the reaction mixture was acidified with hydrochloric acid to pH=1 and extracted with dichloromethane (3×30 mL). The combined organic layers were washed with water (50 mL), brine (50 mL) and dried over anhydrous sod... The reactants are S1C2=C(C=C1B(O)O)C=CC=C2 (benzo[b]thiophene-2-boronic acid), BrC1=CC=C(/C=C/C(=O)N2CCCC2)C=C1 (1-(trans-4-bromocinnamoyl)pyrrolidine). Product: S1C2=C(C=C1C1=CC=C(/C=C/C(=O)N3CCCC3)C=C1)C=CC=C2 (1-[trans-4-(Benzo[b]thiophen-2-yl)cinnamoyl]pyrrolidine). Yield: 43.0%. RXN SMILES: [S:1]1[C:5](B(O)O)=[CH:4][C:3]2[CH:9]=[CH:10][CH:11]=[CH:12][C:2]1=2.Br[C:14]1[CH:28]=[CH:27][C:17](/[CH:18]=[CH:19]/[C:20]([N:22]2[CH2:26][CH2:25][CH2:24][CH2:23]2)=[O:21])=[CH:16][CH:15]=1>>[S:1]1[C:5]([C:14]2[CH:28]=[CH:27][C:17](/[CH:18]=[CH:19]/[C:20]([N:22]3[CH2:23][CH2:24][CH2:25][CH2:26]3)=[O:21])=[CH:16][CH:15]=2)=[CH:4][C:3]2[CH:9]=[CH:10][CH:11]=[CH:12][C:2]1=2. Reported procedure: By essentially following the procedure detailed in Example 1, Part B, the title compound was prepared from benzo[b]thiophene-2-boronic acid and 1-(trans-4-bromocinnamoyl)pyrrolidine (Part A) in 43% yield following chromatography.